Dataset: the Open Reaction Database (ORD), a public repository of structured organic reaction records. Task: describe an organic reaction: reactants, conditions, products, and yield The reactants are FC(C(=O)O)(F)F (trifluoroacetic acid), Cl[Si](C)(C)C (chlorotrimethylsilane), C(C)(C)(C)OC(NCC=1OC(=NN1)C=1C(=NC(=C(C1)CC)OC)C)=O ([5-(5-ethyl-6-methoxy-2-methyl-pyridin-3-yl)-[1,3,4]oxadiazol-2-ylmethyl]-carbamic acid tert-butyl ester), [I-].[Na+] (sodium iodide). Run in C(C)#N (acetonitrile), ClCCl (dichloromethane), C(C)OCC (Diethyl ether). Reaction conditions: temperature 50 celsius, time 8 hour. Yields the product NCC1=NN=C(O1)C=1C=C(C(NC1C)=O)CC (5-(5-aminomethyl-[1,3,4]oxadiazol-2-yl)-3-ethyl-6-methyl-1H-pyridin-2-one), FC(C(=O)O)(F)F (trifluoroacetic acid). The yield is 55.0%. RXN SMILES: C(OC(=O)[NH:7][CH2:8][C:9]1[O:10][C:11]([C:14]2[C:15]([CH3:24])=[N:16][C:17]([O:22]C)=[C:18]([CH2:20][CH3:21])[CH:19]=2)=[N:12][N:13]=1)(C)(C)C.[I-].[Na+].Cl[Si](C)(C)C.[F:33][C:34]([F:39])([F:38])[C:35]([OH:37])=[O:36]>ClCCl.C(OCC)C.C(#N)C>[NH2:7][CH2:8][C:9]1[O:10][C:11]([C:14]2[CH:19]=[C:18]([CH2:20][CH3:21])[C:17](=[O:22])[NH:16][C:15]=2[CH3:24])=[N:12][N:13]=1.[F:33][C:34]([F:39])([F:38])[C:35]([OH:37])=[O:36] |f:1.2|. Procedure details: To a mixture of [5-(5-ethyl-6-methoxy-2-methyl-pyridin-3-yl)-[1,3,4]oxadiazol-2-ylmethyl]-carbamic acid tert-butyl ester (358 mg, 1.03 mmol) and sodium iodide (463 mg, 3.09 mmol) under a nitrogen atmosphere is added anhydrous acetonitrile (4 mL) followed by chlorotrimethylsilane (388 μL, 3.09 mmol). The reaction mixture is stirred at 50° C. under nitrogen for 8 hr. The black/dark brown reaction mixture is allowed to cool and then quenched with water (0.7 mL). After stirring for 20 min the mixtur... Starting materials: CCCC[N+](CCCC)(CCCC)CCCC, CN(C)C=O, CC(C)[Si](Sc1cccc(C2(C(N)=O)CCOCC2)c1)(C(C)C)C(C)C, [F-], Cn1nccc1C(=O)c1ccc(F)cc1C(F)(F)F, C1CCOC1, O. The product is Cn1nccc1C(=O)c1ccc(Sc2cccc(C3(C(N)=O)CCOCC3)c2)cc1C(F)(F)F. RXN SMILES: [CH3:47][CH2:48][CH2:49][CH2:50][N+:51]([CH2:52][CH2:53][CH2:54][CH3:55])([CH2:56][CH2:57][CH2:58][CH3:59])[CH2:60][CH2:61][CH2:62][CH3:63].[CH3:69][N:70]([CH3:71])[CH:72]=[O:73].[CH:20]([Si:21]([CH:22]([CH3:23])[CH3:40])([S:24][c:25]1[cH:26][c:27]([C:31]2([C:37](=[O:38])[NH2:39])[CH2:32][CH2:33][O:34][CH2:35][CH2:36]2)[cH:28][cH:29][cH:30]1)[CH:41]([CH3:42])[CH3:43])([CH3:44])[CH3:45].[F-:46].[F:1][c:2]1[cH:3][c:4]([C:16]([F:17])([F:18])[F:19])[c:5]([C:8](=[O:9])[c:10]2[cH:11][cH:12][n:13][n:14]2[CH3:15])[cH:6][cH:7]1.[O:64]1[CH2:65][CH2:66][CH2:67][CH2:68]1.[OH2:74]>>[c:2]1([S:24][c:25]2[cH:26][c:27]([C:31]3([C:37](=[O:38])[NH2:39])[CH2:32][CH2:33][O:34][CH2:35][CH2:36]3)[cH:28][cH:29][cH:30]2)[cH:3][c:4]([C:16]([F:17])([F:18])[F:19])[c:5]([C:8](=[O:9])[c:10]2[cH:11][cH:12][n:13][n:14]2[CH3:15])[cH:6][cH:7]1. Reactants: Compound II, C(C)NC(=O)NN(C)CC(=O)O (2-(2-(ethylcarbamoyl)-1-methylhydrazinyl)acetic acid), N[C@@H](CC(=O)OC(C)(C)C)C(=O)N([C@H](C(OCC)OCC)C)CC=1C2=C(SC1)C=CC=C2 ((S)-tert-butyl 3-amino-4-((benzo[b]thiophen-3-ylmethyl)((S)-1,1-diethoxypropan-2-yl)amino)-4-oxobutanoate). Yields the product S1C2=C(C(=C1)CN(C([C@H](CC(=O)OC(C)(C)C)NC(CN(NC(NCC)=O)C)=O)=O)[C@H](C(OCC)OCC)C)C=CC=C2 ((S)-tert-butyl 4-((benzo[b]thiophen-3-ylmethyl)((S)-1,1-diethoxypropan-2-yl)amino)-3-(2-(2-(ethylcarbamoyl)-1-methylhydrazinyl)acetamido)-4-oxobutanoate). As a reaction SMILES: [CH2:1]([NH:3][C:4]([NH:6][N:7]([CH2:9][C:10]([OH:12])=O)[CH3:8])=[O:5])[CH3:2].[NH2:13][C@H:14]([C:23]([N:25]([CH2:35][C:36]1[C:37]2[CH:44]=[CH:43][CH:42]=[CH:41][C:38]=2[S:39][CH:40]=1)[C@@H:26]([CH3:34])[CH:27]([O:31][CH2:32][CH3:33])[O:28][CH2:29][CH3:30])=[O:24])[CH2:15][C:16]([O:18][C:19]([CH3:22])([CH3:21])[CH3:20])=[O:17]>>[S:39]1[CH:40]=[C:36]([CH2:35][N:25]([C@@H:26]([CH3:34])[CH:27]([O:28][CH2:29][CH3:30])[O:31][CH2:32][CH3:33])[C:23](=[O:24])[C@@H:14]([NH:13][C:10](=[O:12])[CH2:9][N:7]([CH3:8])[NH:6][C:4](=[O:5])[NH:3][CH2:1][CH3:2])[CH2:15][C:16]([O:18][C:19]([CH3:20])([CH3:21])[CH3:22])=[O:17])[C:37]2[CH:44]=[CH:43][CH:42]=[CH:41][C:38]1=2. Procedure: According to the procedure described in the synthesis method of Compound II-15, 2-(2-(ethylcarbamoyl)-1-methylhydrazinyl)acetic acid (Compound VI-9) 57 mg (0.32 mmol) was coupled with (S)-tert-butyl 3-amino-4-((benzo[b]thiophen-3-ylmethyl)((S)-1,1-diethoxypropan-2-yl)amino)-4-oxobutanoate (Compound IV-18) 100 mg (0.22 mmol) to obtain the title compound. Reactants: O=C(CN1C(=CC=C1)C(=O)OC)C1=NC=C(C=C1)C(F)(F)F (methyl 1-{2-oxo-2-[5-(trifluoromethyl)pyridin-2-yl]ethyl}-1H-pyrrole-2-carboxylate), C(CN)N (ethane-1,2-diamine). Run in O1CCOCC1 (1,4-dioxane). Run at time 4 day. The product is FC(C=1C=CC(=NC1)C12N(C(C=3N(C1)C=CC3)=O)CCN2)(F)F (10a-[5-(trifluoromethyl)pyridin-2-yl]-2,3,10,10a-tetrahydro-1H,5H-imidazo[1,2-a]pyrrolo[1,2-d]pyrazin-5-one). Yield: 83.5%. Reaction SMILES: O=[C:2]([C:13]1[CH:18]=[CH:17][C:16]([C:19]([F:22])([F:21])[F:20])=[CH:15][N:14]=1)[CH2:3][N:4]1[CH:8]=[CH:7][CH:6]=[C:5]1[C:9]([O:11]C)=O.[CH2:23]([NH2:26])[CH2:24][NH2:25]>O1CCOCC1>[F:20][C:19]([F:22])([F:21])[C:16]1[CH:17]=[CH:18][C:13]([C:2]23[NH:26][CH2:23][CH2:24][N:25]2[C:9](=[O:11])[C:5]2[N:4]([CH:8]=[CH:7][CH:6]=2)[CH2:3]3)=[N:14][CH:15]=1. Procedure details: To a solution of methyl 1-{2-oxo-2-[5-(trifluoromethyl)pyridin-2-yl]ethyl}-1H-pyrrole-2-carboxylate (85 mg, 0.26 mmol) in 1,4-dioxane (20 mL) was added ethane-1,2-diamine (0.65 mL, 9.7 mmol). The solution was heated at reflux. After 4 days the reaction was complete (monitored by LCMS). The mixture was then concentrated in vacuo to give an oily solid. The material was purified by flash chromatography (Biotage SP4, 12 g cartridge, gradient CH2Cl21CV, 0-10% MeOH in CH2Cl2 10 CV) to give 10a-[5-(tri... Reaction SMILES: [Cl:28][CH2:29][C:30](=[O:31])[Cl:32].[NH2:1][C:2]1=[C:11]([C:12]#[N:13])[CH:10]([c:14]2[cH:15][c:16]([Br:24])[c:17]([O:22][CH3:23])[c:18]([O:20][CH3:21])[cH:19]2)[c:9]2[c:4]([cH:5][c:6]([N:25]([CH3:26])[CH3:27])[cH:7][cH:8]2)[O:3]1>>[NH:1]([C:2]1=[C:11]([C:12]#[N:13])[CH:10]([c:14]2[cH:15][c:16]([Br:24])[c:17]([O:22][CH3:23])[c:18]([O:20][CH3:21])[cH:19]2)[c:9]2[c:4]([cH:5][c:6]([N:25]([CH3:26])[CH3:27])[cH:7][cH:8]2)[O:3]1)[C:30]([CH2:29][Cl:28])=[O:31]. Yields the product COc1cc(C2C(C#N)=C(NC(=O)CCl)Oc3cc(N(C)C)ccc32)cc(Br)c1OC. The reactants are O=C(Cl)CCl, COc1cc(C2C(C#N)=C(N)Oc3cc(N(C)C)ccc32)cc(Br)c1OC. Starting materials: CCN, CCO, Nc1ccc(S(=O)(=O)Nc2cc(Cl)nc(N3CCC3)n2)cc1. Yields the product CCNc1cc(NS(=O)(=O)c2ccc(N)cc2)nc(N2CCC2)n1. Reaction SMILES: [CH3:23][CH2:24][NH2:25].[CH3:26][CH2:27][OH:28].[NH2:1][c:2]1[cH:3][cH:4][c:5]([S:8](=[O:9])(=[O:10])[NH:11][c:12]2[n:13][c:14]([N:19]3[CH2:20][CH2:21][CH2:22]3)[n:15][c:16]([Cl:18])[cH:17]2)[cH:6][cH:7]1>>[NH2:1][c:2]1[cH:3][cH:4][c:5]([S:8](=[O:9])(=[O:10])[NH:11][c:12]2[n:13][c:14]([N:19]3[CH2:20][CH2:21][CH2:22]3)[n:15][c:16]([NH:25][CH2:24][CH3:23])[cH:17]2)[cH:6][cH:7]1.